Dataset: the Open Reaction Database (ORD), a public repository of structured organic reaction records. Task: describe an organic reaction: reactants, conditions, products, and yield Starting materials: solution, CN (methylamine), BrC1=CC=C(C=O)C=C1 (4-bromobenzaldehyde). Run in C1(=CC=CC=C1)C (toluene). Reaction conditions: time 8 hour. Product: CNCC1=CC=C(C=C1)Br (N-methyl-4-bromobenzylamine). As a reaction SMILES: [CH3:1][NH2:2].[Br:3][C:4]1[CH:11]=[CH:10][C:7]([CH:8]=O)=[CH:6][CH:5]=1>C1(C)C=CC=CC=1>[CH3:1][NH:2][CH2:8][C:7]1[CH:10]=[CH:11][C:4]([Br:3])=[CH:5][CH:6]=1. Reported procedure: 800 ml of an 8% solution of methylamine in toluene are added, whilst cooling with ice, to 100 g of 4-bromobenzaldehyde and 300 g of molecular sieve (3 Angstroms). The mixture is stirred overnight at ambient temperature, suction filtered to remove the molecular sieve and the solvent is evaporated off. The residue is dissolved in 1.4 litres of ice cold methanol and 48 g of sodium borohydride are added in batches whilst cooling with ice. Then the mixture is stirred for 30 minutes at 0° C., for one ... Starting materials: Cl.N[C@@H](CC1=CC=CC=C1)C(=O)N (L-phenylalaninamide hydrochloride), [OH-].[Na+] (sodium hydroxide), O=CCCC(=O)OCC(C)C (isobutyl 4-oxobutanoate). Solvent: O (water). The product is C(C1=CC=CC=C1)[C@@H]1NC(NC1=O)CCC(=O)OCC(C)C (Isobutyl (4 S)-4-benzyl-5-oxo-2-imidazolidinepropanoate). Yield: 19.7%. RXN SMILES: Cl.[NH2:2][C@H:3]([C:11]([NH2:13])=[O:12])[CH2:4][C:5]1[CH:10]=[CH:9][CH:8]=[CH:7][CH:6]=1.[OH-].[Na+].O=[CH:17][CH2:18][CH2:19][C:20]([O:22][CH2:23][CH:24]([CH3:26])[CH3:25])=[O:21]>O>[CH2:4]([C@H:3]1[C:11](=[O:12])[NH:13][CH:17]([CH2:18][CH2:19][C:20]([O:22][CH2:23][CH:24]([CH3:26])[CH3:25])=[O:21])[NH:2]1)[C:5]1[CH:10]=[CH:9][CH:8]=[CH:7][CH:6]=1 |f:0.1,2.3|. Procedure details: To a solution of L-phenylalaninamide hydrochloride (20 g, 0.1 mol) in water (200 ml), adjusted to pH 8.2 with 10% sodium hydroxide (about 35 ml), was added isobutyl 4-oxobutanoate (16 g, 0.1 mol). The solution was refluxed for 24 hours After cooling, the solution was extracted with dichloromethane (4×200 ml). The organic phase was dried and evaporated to dryness under vacuum. The residue was chromatographed over silica gel (dichloromethanemethanol 9:1) to afford 6 g (20%) of the title compound, ... Reactants: CCN(C(C)C)C(C)C (DIPEA), C(C)(C)(C)C1=NN(C(=C1)NC(=O)N[C@H]1CC[C@H](C2=CC=CC=C12)OC=1C=CC=2N(C1)C(=NN2)N2[C@H](CCCC2)C)C=2C=NN(C2)CCO (1-[3-tert-Butyl-1′-(2-hydroxy-ethyl)-1′H-[1,4′]bipyrazolyl-5-yl]-3-{(1S,4R)-4-[3-((S)-2-methyl-piperidin-1-yl)-[1,2,4]triazolo[4,3-a]pyridin-6-yloxy]-1,2,3,4-tetrahydro-naphthalen-1-yl}-urea), CS(=O)(=O)Cl (methanesulfonyl chloride). Solvent: C(Cl)Cl (DCM). Run at time 2 hour. The product is C(C)(C)(C)C1=NN(C(=C1)NC(=O)N[C@H]1CC[C@H](C2=CC=CC=C12)OC=1C=CC=2N(C1)C(=NN2)N2[C@H](CCCC2)C)C=2C=NN(C2)CCOS(=O)(=O)C (Methanesulfonic acid 2-[3-tert-butyl-5-(3-{(1S,4R)-4-[3-((S)-2-methyl-piperidin-1-yl)-[1,2,4]triazolo[4,3-a]pyridin-6-yloxy]-1,2,3,4-tetrahydro-naphthalen-1-yl}-ureido)-[1,4′]bipyrazolyl-1′-yl]-ethyl ester). RXN SMILES: [C:1]([C:5]1[CH:9]=[C:8]([NH:10][C:11]([NH:13][C@@H:14]2[C:23]3[C:18](=[CH:19][CH:20]=[CH:21][CH:22]=3)[C@H:17]([O:24][C:25]3[CH:26]=[CH:27][C:28]4[N:29]([C:31]([N:34]5[CH2:39][CH2:38][CH2:37][CH2:36][C@@H:35]5[CH3:40])=[N:32][N:33]=4)[CH:30]=3)[CH2:16][CH2:15]2)=[O:12])[N:7]([C:41]2[CH:42]=[N:43][N:44]([CH2:46][CH2:47][OH:48])[CH:45]=2)[N:6]=1)([CH3:4])([CH3:3])[CH3:2].CCN(C(C)C)C(C)C.[CH3:58][S:59](Cl)(=[O:61])=[O:60]>C(Cl)Cl>[C:1]([C:5]1[CH:9]=[C:8]([NH:10][C:11]([NH:13][C@@H:14]2[C:23]3[C:18](=[CH:19][CH:20]=[CH:21][CH:22]=3)[C@H:17]([O:24][C:25]3[CH:26]=[CH:27][C:28]4[N:29]([C:31]([N:34]5[CH2:39][CH2:38][CH2:37][CH2:36][C@@H:35]5[CH3:40])=[N:32][N:33]=4)[CH:30]=3)[CH2:16][CH2:15]2)=[O:12])[N:7]([C:41]2[CH:42]=[N:43][N:44]([CH2:46][CH2:47][O:48][S:59]([CH3:58])(=[O:61])=[O:60])[CH:45]=2)[N:6]=1)([CH3:2])([CH3:3])[CH3:4]. Reported procedure: To an ice-bath cooled solution of Intermediate 187b (250 mg, 0.38 mmol) in DCM (4 mL) was added DIPEA (267 μL, 1.53 mmol) followed by methanesulfonyl chloride (60 μL, 0.77 mmol). The reaction mixture was stirred for 2 h and then quenched with water. The aqueous phase was extracted with DCM (×3) and the combined organic layers were washed with brine, dried (MgSO4) and concentrated in vacuo to afford the title compound (Quantitative). Product used in the following step without further purification... Starting materials: CN1CCN(C(=O)Cl)CC1, Clc1cccc(C#CC2=NOC3(CCNC3)C2)c1, ClCCl. The product is CN1CCN(C(=O)N2CCC3(CC(C#Cc4cccc(Cl)c4)=NO3)C2)CC1. RXN SMILES: [CH3:19][N:20]1[CH2:21][CH2:22][N:23]([C:26](=[O:27])[Cl:28])[CH2:24][CH2:25]1.[Cl:1][c:2]1[cH:3][c:4]([C:8]#[C:9][C:10]2=[N:11][O:12][C:13]3([CH2:14]2)[CH2:15][NH:16][CH2:17][CH2:18]3)[cH:5][cH:6][cH:7]1.[Cl:29][CH2:30][Cl:31]>>[Cl:1][c:2]1[cH:3][c:4]([C:8]#[C:9][C:10]2=[N:11][O:12][C:13]3([CH2:14]2)[CH2:15][N:16]([C:26]([N:23]2[CH2:22][CH2:21][N:20]([CH3:19])[CH2:25][CH2:24]2)=[O:27])[CH2:17][CH2:18]3)[cH:5][cH:6][cH:7]1.